Dataset: the Open Reaction Database (ORD), a public repository of structured organic reaction records. Task: describe an organic reaction: reactants, conditions, products, and yield RXN SMILES: [Br:1][CH2:2][CH:3]([OH:4])[CH2:5][N:6]1[c:7]2[cH:8][cH:9][cH:10][c:11]3[cH:12][cH:13][cH:14][c:15]([c:16]23)[S:17]1(=[O:18])=[O:19].[Br:36][CH2:37][CH:38]([CH2:39][Cl:40])[CH3:41].[CH3:42][N:43]([CH3:44])[CH:45]=[O:46].[H-:34].[Na+:35].[S:20]1(=[O:32])(=[O:33])[NH:21][c:22]2[c:23]3[c:24]1[cH:25][cH:26][cH:27][c:28]3[cH:29][cH:30][cH:31]2>>[S:20]1(=[O:32])(=[O:33])[N:21]([CH2:37][CH:38]([CH2:39][Cl:40])[CH3:41])[c:22]2[c:23]3[c:24]1[cH:25][cH:26][cH:27][c:28]3[cH:29][cH:30][cH:31]2. Yields the product CC(CCl)CN1c2cccc3cccc(c23)S1(=O)=O. Reactants: O=S1(=O)c2cccc3cccc(c23)N1CC(O)CBr, CC(CCl)CBr, CN(C)C=O, [H-], [Na+], O=S1(=O)Nc2cccc3cccc1c23. Starting materials: C([O-])(O)=O.[Na+] (sodium bicarbonate), C(C)(=O)Cl (acetyl chloride), S(O)(O)(=O)=O (sulfuric acid), NC=1C[C@H]2N(C1C(=O)[O-])C([C@@H]2[C@@H](C)O)=O.[Na+] (sodium (5R,6S)-2-amino-6-[(R)-1-hydroxyethyl]carbapen-2-em-3-carboxylate). Run in O1CCOCC1 (dioxane), O1CCOCC1 (dioxane), O (water). Yields the product C(C)(=O)NC=1C[C@H]2N(C1C(=O)[O-])C([C@@H]2[C@@H](C)O)=O.[Na+] (Sodium (5R,6S)-2-acetamido-6-[(R)-1-hydroxyethyl]carbapen-2-em-3-carboxylate). RXN SMILES: [NH2:1][C:2]1[CH2:3][C@@H:4]2[C@@H:11]([C@H:12]([OH:14])[CH3:13])[C:10](=[O:15])[N:5]2[C:6]=1[C:7]([O-:9])=[O:8].[Na+:16].C(=O)(O)[O-].[Na+].[C:22](Cl)(=[O:24])[CH3:23].S(=O)(=O)(O)O>O.O1CCOCC1>[C:22]([NH:1][C:2]1[CH2:3][C@@H:4]2[C@@H:11]([C@H:12]([OH:14])[CH3:13])[C:10](=[O:15])[N:5]2[C:6]=1[C:7]([O-:9])=[O:8])(=[O:24])[CH3:23].[Na+:16] |f:0.1,2.3,8.9|. Procedure: A solution of sodium (5R,6S)-2-amino-6-[(R)-1-hydroxyethyl]carbapen-2-em-3-carboxylate (23 mg, 0.1 mmol) in water (2.5 ml) is cooled in an ice-bath, stirred, and treated with sodium bicarbonate (84 mg, 1 mmol) and dioxane. The resulting solution is stirred in the cold while a solution of acetyl chloride (11 μl, 0.15 mmol) in dioxane (0.5 ml) is added dropwise over 10 minutes. After stirring an additional 30 minutes, the solution is acidified to pH 6.8 with 1M sulfuric acid and extracted with die... Starting materials: O=c1cc(OCc2ccccc2)ccn1Cc1cccc(F)c1, CCO. The product is O=c1cc(O)ccn1Cc1cccc(F)c1. RXN SMILES: [CH2:1]([c:2]1[cH:3][cH:4][cH:5][cH:6][cH:7]1)[O:8][c:9]1[cH:10][c:11](=[O:23])[n:12]([CH2:15][c:16]2[cH:17][c:18]([F:22])[cH:19][cH:20][cH:21]2)[cH:13][cH:14]1.[CH3:24][CH2:25][OH:26]>>[OH:8][c:9]1[cH:10][c:11](=[O:23])[n:12]([CH2:15][c:16]2[cH:17][c:18]([F:22])[cH:19][cH:20][cH:21]2)[cH:13][cH:14]1. The reactants are C1CCOC1, CN, O=[N+]([O-])c1c(F)cccc1F. Product: CNc1cccc(F)c1[N+](=O)[O-]. As a reaction SMILES: [CH2:14]1[O:15][CH2:16][CH2:17][CH2:18]1.[CH3:12][NH2:13].[F:1][c:2]1[c:3]([N+:9](=[O:10])[O-:11])[c:4]([F:8])[cH:5][cH:6][cH:7]1>>[F:1][c:2]1[c:3]([N+:9](=[O:10])[O-:11])[c:4]([NH:13][CH3:12])[cH:5][cH:6][cH:7]1.